Task: describe an organic reaction: reactants, conditions, products, and yield. Dataset: the Open Reaction Database (ORD), a public repository of structured organic reaction records Starting materials: C1=C(CCC2=CC=CC=C12)CC(CN)N (3-(3,4-Dihydro-2-naphthyl)-propane-1,2-diamine), C(C)(=O)O.C(=N)N (formamidine acetate), C(\C=C\C(=O)O)(=O)O (fumaric acid). Solvent: CCO (EtOH), CCO (EtOH). Run at temperature 20 celsius, time 16 hour. Product: C(\C=C\C(=O)O)(=O)O.C1=C(CCC2=CC=CC=C12)CC1N=CNC1 (4-(3,4-Dihydro-2-naphthylmethyl)-4,5-dihydro-1H-imidazole fumarate). As a reaction SMILES: [CH:1]1[C:10]2[C:5](=[CH:6][CH:7]=[CH:8][CH:9]=2)[CH2:4][CH2:3][C:2]=1[CH2:11][CH:12]([NH2:15])[CH2:13][NH2:14].[C:16](O)(=O)C.C(N)=N.[C:23]([OH:30])(=[O:29])/[CH:24]=[CH:25]/[C:26]([OH:28])=[O:27]>CCO>[C:23]([OH:30])(=[O:29])/[CH:24]=[CH:25]/[C:26]([OH:28])=[O:27].[CH:1]1[C:10]2[C:5](=[CH:6][CH:7]=[CH:8][CH:9]=2)[CH2:4][CH2:3][C:2]=1[CH2:11][CH:12]1[CH2:13][NH:14][CH:16]=[N:15]1 |f:1.2,5.6|. Procedure: A mixture composed of 0.505 g (2.5 mmol) of the compound obtained in Step 4 and 0.286 g (2.75 mmol) of formamidine acetate in 20 ml of EtOH is stirred at 20° C. for 16 hours. After evaporating off the solvent, the residue is taken up in 10 ml of CH2Cl2 ; the mixture is treated with 5 ml of 2N NaOH and extracted with CH2Cl2 (3×20 ml). The combined organic phases are dried and concentrated; the residual oil is dissolved in 10 ml of EtOH and the mixture is treated with a solution of 0.29 g (2.5 mmo... The reactants are ClC1=CC2=C(N=CN=C2NC2CCNCC2)S1 (6-chloro-N-(piperidin-4-yl)thieno[2,3-d]pyrimidin-4-amine), N1=CC(=CC=C1)C=O (3-pyridinecarboxaldehyde). Yields the product ClC1=CC2=C(N=CN=C2NC2CCN(CC2)CC=2C=NC=CC2)S1 (6-Chloro-N-(1-((pyridin-3-yl)methyl)piperidin-4-yl)thieno[2,3-d]pyrimidin-4-amine). Reaction SMILES: [Cl:1][C:2]1[S:17][C:5]2[N:6]=[CH:7][N:8]=[C:9]([NH:10][CH:11]3[CH2:16][CH2:15][NH:14][CH2:13][CH2:12]3)[C:4]=2[CH:3]=1.[N:18]1[CH:23]=[CH:22][CH:21]=[C:20]([CH:24]=O)[CH:19]=1>>[Cl:1][C:2]1[S:17][C:5]2[N:6]=[CH:7][N:8]=[C:9]([NH:10][CH:11]3[CH2:12][CH2:13][N:14]([CH2:24][C:20]4[CH:19]=[N:18][CH:23]=[CH:22][CH:21]=4)[CH2:15][CH2:16]3)[C:4]=2[CH:3]=1. Reported procedure: The title compound was prepared (338 mg, 94%) from 6-chloro-N-(piperidin-4-yl)thieno[2,3-d]pyrimidin-4-amine (341 mg, 1.0 mmol) and 3-pyridinecarboxaldehyde (107 mg, 1.0 mmol) by following the general procedure described for Preparation 11. 1H NMR (400 MHz, CDCl3): 8.57 (d, 1H), 8.52 (dd, 1H), 8.43 (s, 1H), 7.68-7.65 (m, 1H), 7.29 (d, 1H), 7.02 (s, 1H), 5.14 (d, 1H), 4.21-4.17 (m, 1H), 3.54 (s, 2H), 2.88 (d, 2H), 2.43 (t, 2H), 2.10-2.07 (m, 2H), 1.62-1.52 (m, 2H); MS (ESI) m/z: Calculated: 359.8... Starting materials: C(C)(C)(C)OC(=O)N1CCC(CC1)N1N=CC=2C1=NC=NC2OC2=C(C=C(C=C2)S(=O)(=O)C)F (4-[4-(2-fluoro-4-methane-sulfonyl-phenoxy)-pyrazolo[3,4-d]pyrimidin-1-yl]-piperidine-1-carboxylic acid tert-butyl ester), FC(C(=O)O)(F)F.ClCCl (trifluoroacetic acid dichloromethane). The solvent is CO.ClCCl (methanol dichloromethane). Yields the product FC1=C(OC2=C3C(=NC=N2)N(N=C3)C3CCN(CC3)C(=O)O)C=CC(=C1)S(=O)(=O)C (4-[4-(2-fluoro-4-methanesulfonyl-phenoxy)-pyrazolo[3,4-d]pyrimidin-1-yl]-piperidine-1-carboxylic acid). The yield is 103.8%. Reaction SMILES: C([O:5][C:6]([N:8]1[CH2:13][CH2:12][CH:11]([N:14]2[C:18]3=[N:19][CH:20]=[N:21][C:22]([O:23][C:24]4[CH:29]=[CH:28][C:27]([S:30]([CH3:33])(=[O:32])=[O:31])=[CH:26][C:25]=4[F:34])=[C:17]3[CH:16]=[N:15]2)[CH2:10][CH2:9]1)=[O:7])(C)(C)C.FC(F)(F)C(O)=O.ClCCl>CO.ClCCl>[F:34][C:25]1[CH:26]=[C:27]([S:30]([CH3:33])(=[O:32])=[O:31])[CH:28]=[CH:29][C:24]=1[O:23][C:22]1[N:21]=[CH:20][N:19]=[C:18]2[N:14]([CH:11]3[CH2:12][CH2:13][N:8]([C:6]([OH:7])=[O:5])[CH2:9][CH2:10]3)[N:15]=[CH:16][C:17]=12 |f:1.2,3.4|. Procedure details: A mixture of 4-[4-(2-fluoro-4-methanesulfonyl-phenoxy)-pyrazolo[3,4-d]pyrimidin-1-yl]-piperidine-1-carboxylic acid tert-butyl ester (Example 60; 520 mg, 1.06 mmol) and 20% trifluoroacetic acid/dichloromethane (12 mL) was stirred at room temperature until tlc (6% methanol/dichloromethane) indicated that the starting material had completely reacted. The solvent was evaporated, ether (5 mL) was added, and the mixture was evaporated to give a white semi-solid which was held under vacuum, then tritur...